This data is from the Open Reaction Database (ORD), a public repository of structured organic reaction records. The task is: describe an organic reaction: reactants, conditions, products, and yield As a reaction SMILES: [Cl:1][C:2]1[CH:3]=[C:4]2[C:13](=[CH:14][CH:15]=1)[C:12](Cl)=[C:11]1[C:6]([CH:7]=[CH:8][C:9]([O:17][CH3:18])=[CH:10]1)=[N:5]2.[CH3:19][N:20]1[CH2:25][CH2:24][CH:23]([NH2:26])[CH2:22][CH2:21]1>>[Cl:1][C:2]1[CH:3]=[C:4]2[C:13](=[CH:14][CH:15]=1)[C:12]([NH:26][CH:23]1[CH2:24][CH2:25][N:20]([CH3:19])[CH2:21][CH2:22]1)=[C:11]1[C:6]([CH:7]=[CH:8][C:9]([O:17][CH3:18])=[CH:10]1)=[N:5]2. The reactants are ClC=1C=C2N=C3C=CC(=CC3=C(C2=CC1)Cl)OC (6,9-dichloro-2-methoxyacridine), CN1CCC(CC1)N (1-methylpiperidin-4-amine). Reported procedure: Following the general procedure of Example 1 and making non-critical variations but using 6,9-dichloro-2-methoxyacridine and 1-methylpiperidin-4-amine, the title compound was obtained; MS (Found M+1=356). Yields the product ClC=1C=C2N=C3C=CC(=CC3=C(C2=CC1)NC1CCN(CC1)C)OC (6-Chloro-2-methoxy-N-(1-methylpiperidin-4-yl)acridin-9-amine). The reactants are COc1ccc(CN2CC(C)(CNC(=O)c3ccc(-c4nc5cc(C#N)cc(C(C)C)c5o4)cc3)OC2=O)cc1, CC#N, [NH4+], O=[N+]([O-])[O-], O. Yields the product CC(C)c1cc(C#N)cc2nc(-c3ccc(C(=O)NCC4(C)CNC(=O)O4)cc3)oc12. Reaction SMILES: [C:1](#[N:2])[c:3]1[cH:4][c:5]([CH:38]([CH3:39])[CH3:40])[c:6]2[c:7]([n:8][c:9](-[c:11]3[cH:12][cH:13][c:14]([C:15](=[O:16])[NH:17][CH2:18][C:19]4([CH3:34])[CH2:20][N:21]([CH2:25][c:26]5[cH:27][cH:28][c:29]([O:30][CH3:31])[cH:32][cH:33]5)[C:22](=[O:24])[O:23]4)[cH:35][cH:36]3)[o:10]2)[cH:37]1.[CH3:46][C:47]#[N:48].[NH4+:41].[O-:42][N+:43](=[O:44])[O-:45].[OH2:49]>>[C:1](#[N:2])[c:3]1[cH:4][c:5]([CH:38]([CH3:39])[CH3:40])[c:6]2[c:7]([n:8][c:9](-[c:11]3[cH:12][cH:13][c:14]([C:15](=[O:16])[NH:17][CH2:18][C:19]4([CH3:34])[CH2:20][NH:21][C:22](=[O:24])[O:23]4)[cH:35][cH:36]3)[o:10]2)[cH:37]1. Reactants: C1(CCCO1)=O (γ-butyrolactone), CCCCCC (n-hexane), C(CCC)[Li] (n-butyl lithium), NC=1C=C(/C=C/C=2SC3=C(N2)C=CC=C3)C=CC1 (2-(trans-3-aminostyryl)benzothiazole). The solvent is O1CCCC1 (tetrahydrofuran). Run at temperature -78 celsius, time 25 minute. The product is OCCCC(=O)NC=1C=C(/C=C/C=2SC3=C(N2)C=CC=C3)C=CC1 (2-[trans-3-(4-hydroxybutanoylamino) styryl]benzothiazole). The yield is 11.9%. RXN SMILES: [NH2:1][C:2]1[CH:3]=[C:4]([CH:16]=[CH:17][CH:18]=1)/[CH:5]=[CH:6]/[C:7]1[S:8][C:9]2[CH:15]=[CH:14][CH:13]=[CH:12][C:10]=2[N:11]=1.CCCCCC.C([Li])CCC.[C:30]1(=[O:35])[O:34][CH2:33][CH2:32][CH2:31]1>O1CCCC1>[OH:35][CH2:30][CH2:31][CH2:32][C:33]([NH:1][C:2]1[CH:3]=[C:4]([CH:16]=[CH:17][CH:18]=1)/[CH:5]=[CH:6]/[C:7]1[S:8][C:9]2[CH:15]=[CH:14][CH:13]=[CH:12][C:10]=2[N:11]=1)=[O:34]. Reported procedure: A solution of 1.0 g of 2-(trans-3-aminostyryl)benzothiazole dissolved in 15 ml of anhydrous tetrahydrofuran was cooled to -78° C. and 2.8 ml of a n-hexane solution (1.55M) of n-butyl lithium was added dropwise in a nitrogen gas atmosphere. After a mixture was stirred at the same temperature for 25 minutes, 375 mg of γ-butyrolactone was injected, followed by stirring for 1 hour. After completion of the reaction, the mixture was extracted with ethyl acetate, dried over magnesium sulfate and the so... The reactants are BrC=1C=CC=C2N=CC(=NC12)Cl (8-Bromo-2-chloro-quinoxaline), CN1CCN(CC1)C1=CC=C(C=C1)B1OC(C(O1)(C)C)(C)C (1-Methyl-4-[4-(4,4,5,5-tetramethyl-[1,3,2]dioxaborolan-2-yl)-phenyl]-piperazine), [O-]P(=O)([O-])[O-].[K+].[K+].[K+] (K3PO4). Reagents/catalysts: Cl[Pd]([P](C1=CC=CC=C1)(C2=CC=CC=C2)C3=CC=CC=C3)([P](C4=CC=CC=C4)(C5=CC=CC=C5)C6=CC=CC=C6)Cl (PdCl2(PPh3)2). Conditions: temperature 105 celsius. The product is BrC=1C=CC=C2N=CC(=NC12)C1=CC=C(C=C1)N1CCN(CC1)C (8-Bromo-2-[4-(4-methyl-piperazin-1-yl)-phenyl]-quinoxaline). RXN SMILES: [Br:1][C:2]1[CH:3]=[CH:4][CH:5]=[C:6]2[C:11]=1[N:10]=[C:9](Cl)[CH:8]=[N:7]2.[CH3:13][N:14]1[CH2:19][CH2:18][N:17]([C:20]2[CH:25]=[CH:24][C:23](B3OC(C)(C)C(C)(C)O3)=[CH:22][CH:21]=2)[CH2:16][CH2:15]1.[O-]P([O-])([O-])=O.[K+].[K+].[K+]>Cl[Pd](Cl)([P](C1C=CC=CC=1)(C1C=CC=CC=1)C1C=CC=CC=1)[P](C1C=CC=CC=1)(C1C=CC=CC=1)C1C=CC=CC=1>[Br:1][C:2]1[CH:3]=[CH:4][CH:5]=[C:6]2[C:11]=1[N:10]=[C:9]([C:23]1[CH:22]=[CH:21][C:20]([N:17]3[CH2:18][CH2:19][N:14]([CH3:13])[CH2:15][CH2:16]3)=[CH:25][CH:24]=1)[CH:8]=[N:7]2 |f:2.3.4.5,^1:45,64|. Reported procedure: A microwave tube is charged with 8-Bromo-2-chloro-quinoxaline (Step 1.4, 2.5 g, 10.267 mmol), 1-Methyl-4-[4-(4,4,5,5-tetramethyl-[1,3,2]dioxaborolan-2-yl)-phenyl]-piperazine (2.88 g, 9.24 mmol), K3PO4 (6.67 g, 30.8 mmol) and PdCl2(PPh3)2 (221 mg, 0.308 mmol). After several cycles of vacuum/purge with argon, a mixture of 21 ml of DMA and 560 μl deionized water is added. The reaction mixture is then heated to 105° C. for 4 h. After cooling, the suspension is poured onto de-ionized water and dilute... Starting materials: ClC1=CC(=C(C=C1)N)N (4-chloro-1,2-phenylenediamine), ClC1=C(C=C(C=C1)C1CC(=O)OC(C1)=O)C(F)(F)F (3-(4-chloro-3-trifluoromethylphenyl)glutaric anhydride). The product is ClC1=CC2=C(N=C(N2)CC(CC(=O)O)C2=CC(=C(C=C2)Cl)C(F)(F)F)C=C1.Cl (4-(5-chloro-2-benzimidazolyl)-3-(4-chloro-3-trifluoromethylphenyl)butanoic acid•HCl). As a reaction SMILES: [Cl:1][C:2]1[CH:7]=[CH:6][C:5]([NH2:8])=[C:4]([NH2:9])[CH:3]=1.[Cl:10][C:11]1[CH:16]=[CH:15][C:14]([CH:17]2[CH2:23][C:22](=O)[O:21][C:19](=[O:20])[CH2:18]2)=[CH:13][C:12]=1[C:25]([F:28])([F:27])[F:26]>>[Cl:1][C:2]1[CH:7]=[CH:6][C:5]2[N:8]=[C:22]([CH2:23][CH:17]([C:14]3[CH:15]=[CH:16][C:11]([Cl:10])=[C:12]([C:25]([F:28])([F:26])[F:27])[CH:13]=3)[CH2:18][C:19]([OH:21])=[O:20])[NH:9][C:4]=2[CH:3]=1.[ClH:1] |f:2.3|. Procedure details: By a procedure similar to that of example 1.4, starting from 4-chloro-1,2-phenylenediamine and 3-(4-chloro-3-trifluoromethylphenyl)glutaric anhydride, 4-(5-chloro-2-benzimidazolyl)-3-(4-chloro-3-trifluoromethylphenyl)butanoic acid•HCl was obtained as light greyish solid. RXN SMILES: Br[C:2]1[C:11]([NH:12][C:13](=[O:26])[C:14](=[O:25])[CH2:15][C:16]([CH3:24])([C:18]2[CH:23]=[CH:22][CH:21]=[CH:20][CH:19]=2)[CH3:17])=[CH:10][CH:9]=[C:8]2[C:3]=1[CH2:4][O:5][C:6]2=[O:7].N[C:28]1C=C2C(=CC=1)C(=O)OC2.C1(C2(CC(=O)C(O)=O)CCC2)C=CC=CC=1>>[C:18]1([C:16]2([CH2:15][C:14](=[O:25])[C:13]([NH:12][C:11]3[CH:2]=[C:3]4[C:8](=[CH:9][CH:10]=3)[C:6](=[O:7])[O:5][CH2:4]4)=[O:26])[CH2:24][CH2:28][CH2:17]2)[CH:23]=[CH:22][CH:21]=[CH:20][CH:19]=1. The reactants are BrC1=C2COC(=O)C2=CC=C1NC(C(CC(C)(C1=CC=CC=C1)C)=O)=O (4-bromo-5-(4-methyl-2-oxo-4-phenyl-valeroylamino)-phthalide), NC=1C=C2COC(=O)C2=CC1 (5-aminophthalide), C1(=CC=CC=C1)C1(CCC1)CC(C(=O)O)=O (3-(1-phenyl-cyclobutyl)-2-oxo-propionic acid). Procedure: was obtained analogously to the process that is described for 4-bromo-5-(4-methyl-2-oxo-4-phenyl-valeroylamino)-phthalide from 5-aminophthalide and 3-(1-phenyl-cyclobutyl)-2-oxo-propionic acid, melting point 142-146° C. The product is C1(=CC=CC=C1)C1(CCC1)CC(C(=O)NC=1C=C2COC(=O)C2=CC1)=O (5-[3-(1-Phenyl-cyclobutyl)-2-oxo-propionylamino]-phthalide).